Dataset: the Open Reaction Database (ORD), a public repository of structured organic reaction records. Task: describe an organic reaction: reactants, conditions, products, and yield Starting materials: C(C)[Si](Cl)(CC)CC (triethylchlorosilane), C(C)(C)(C)OC(=O)C1=C(SC=2COC(CC21)CO)N (2-amino-5-hydroxymethyl-4,7-dihydro-5H-thieno[2,3-c]pyran-3-carboxylic acid tert-butyl ester), C(C)(C)(C)OC(=O)C1=C(SC=2C(OCCC21)CO)N (2-amino-7-hydroxymethyl-4,7-dihydro-5H-thieno[2,3-c]pyran-3-carboxylic acid tert-butyl ester), C(C)(C)N(CC)C(C)C (diisopropylethylamine). The solvent is ClCCl (dichloromethane). Conditions: temperature 0 celsius, time 5 minute. Product: C(C)(C)(C)OC(=O)C1=C(SC=2COC(CC21)CO[Si](CC)(CC)CC)N (2-amino-5-triethylsilanyloxymethy-4,7-dihydro-5H-thieno[2,3-c]pyran-3-carboxylic acid tert-butyl ester), C(C)(C)(C)OC(=O)C1=C(SC=2C(OCC(C21)C)O[Si](CC)(CC)CC)N (2-amino-7-triethylsilanyloxy-methyl-4,7-dihydro-5H-thieno[2,3-c]pyran-3-carboxylic acid tert-butyl ester). The yield is 69.0%. Reaction SMILES: [C:1]([O:5][C:6]([C:8]1[C:16]2[CH2:15][CH:14]([CH2:17][OH:18])[O:13][CH2:12][C:11]=2[S:10][C:9]=1[NH2:19])=[O:7])([CH3:4])([CH3:3])[CH3:2].[C:20]([O:24][C:25]([C:27]1C2C[CH2:33][O:32][CH:31](CO)[C:30]=2[S:29][C:28]=1[NH2:38])=[O:26])([CH3:23])([CH3:22])[CH3:21].C(N([CH:45]([CH3:47])[CH3:46])CC)(C)C.[CH2:48]([Si:50]([CH2:54][CH3:55])([CH2:52][CH3:53])Cl)[CH3:49]>ClCCl>[C:1]([O:5][C:6]([C:8]1[C:16]2[CH2:15][CH:14]([CH2:17][O:18][Si:50]([CH2:54][CH3:55])([CH2:52][CH3:53])[CH2:48][CH3:49])[O:13][CH2:12][C:11]=2[S:10][C:9]=1[NH2:19])=[O:7])([CH3:4])([CH3:2])[CH3:3].[C:20]([O:24][C:25]([C:27]1[C:47]2[CH:45]([CH3:46])[CH2:33][O:32][CH:31]([O:5][Si:50]([CH2:54][CH3:55])([CH2:52][CH3:53])[CH2:48][CH3:49])[C:30]=2[S:29][C:28]=1[NH2:38])=[O:26])([CH3:21])([CH3:22])[CH3:23]. Procedure: To a solution of a mixture of 2-amino-5-hydroxymethyl-4,7-dihydro-5H-thieno[2,3-c]pyran-3-carboxylic acid tert-butyl ester and 2-amino-7-hydroxymethyl-4,7-dihydro-5H-thieno[2,3-c]pyran-3-carboxylic acid tert-butyl ester (1:4 estimated based on 1H-NMR) (200 mg, 0.70 mmol) and diisopropylethylamine (0.25 ml, 1.4 mmol) in dichloromethane (6.0 ml) cooled to 0° C. under nitrogen was added triethylchlorosilane (0.18 ml, 1.1 mmol). The solution was stirred at 0° C. for 5 min. and then stirred at room t...